This data is from the Open Reaction Database (ORD), a public repository of structured organic reaction records. The task is: describe an organic reaction: reactants, conditions, products, and yield Starting materials: CNC(=O)C1=C(OC2=C1C=C(C(=C2)N(S(=O)(=O)C)C)B2OC(C(O2)(C)C)(C)C)C2=CN=C(S2)C (N-methyl-6-(N-methylmethylsulfonamido)-2-(2-methylthiazol-5-yl)-5-(4,4,5,5-tetramethyl-1,3,2-dioxaborolan-2-yl)benzofuran-3-carboxamide), ClC1=NC=2C=3N(CCC2C=C1)C=1C=CC=C(C1C3)F (2-chloro-11-fluoro-5,6-dihydroindolo[1,2-h][1,7]naphthyridine), C(=O)([O-])[O-].[Na+].[Na+] (Na2CO3), C(=O)([O-])[O-].[K+].[K+] (K2CO3), CC(C)C1=CC(=C(C(=C1)C(C)C)C2=C(C=CC=C2)P(C3CCCCC3)C4CCCCC4)C(C)C (X-Phos). Reagents/catalysts: C=1C=CC(=CC1)/C=C/C(=O)/C=C/C2=CC=CC=C2.C=1C=CC(=CC1)/C=C/C(=O)/C=C/C2=CC=CC=C2.C=1C=CC(=CC1)/C=C/C(=O)/C=C/C2=CC=CC=C2.[Pd].[Pd] (Pd2(dba)3). Solvent: O1CCOCC1 (1,4-dioxane), O (H2O). Run at temperature 100 celsius, time 2 hour. Yields the product FC=1C=2C=C3N(CCC=4C=CC(=NC34)C=3C(=CC4=C(C(=C(O4)C4=CN=C(S4)C)C(=O)NC)C3)N(S(=O)(=O)C)C)C2C=CC1 (5-(11-fluoro-5,6-dihydroindolo[1,2-h][1,7]naphthyridin-2-yl)-N-methyl-6-(N-methylmethylsulfonamido)-2-(2-methylthiazol-5-yl)benzofuran-3-carboxamide). Isolated yield 12.2%. Reaction SMILES: [CH3:1][NH:2][C:3]([C:5]1[C:9]2[CH:10]=[C:11](B3OC(C)(C)C(C)(C)O3)[C:12]([N:14]([CH3:19])[S:15]([CH3:18])(=[O:17])=[O:16])=[CH:13][C:8]=2[O:7][C:6]=1[C:29]1[S:33][C:32]([CH3:34])=[N:31][CH:30]=1)=[O:4].Cl[C:36]1[CH:45]=[CH:44][C:43]2[CH2:42][CH2:41][N:40]3[C:46]4[CH:47]=[CH:48][CH:49]=[C:50]([F:53])[C:51]=4[CH:52]=[C:39]3[C:38]=2[N:37]=1.C([O-])([O-])=O.[Na+].[Na+].C([O-])([O-])=O.[K+].[K+].CC(C1C=C(C(C)C)C(C2C=CC=CC=2P(C2CCCCC2)C2CCCCC2)=C(C(C)C)C=1)C>O1CCOCC1.O.C1C=CC(/C=C/C(/C=C/C2C=CC=CC=2)=O)=CC=1.C1C=CC(/C=C/C(/C=C/C2C=CC=CC=2)=O)=CC=1.C1C=CC(/C=C/C(/C=C/C2C=CC=CC=2)=O)=CC=1.[Pd].[Pd]>[F:53][C:50]1[C:51]2[CH:52]=[C:39]3[C:38]4[N:37]=[C:36]([C:11]5[C:12]([N:14]([CH3:19])[S:15]([CH3:18])(=[O:17])=[O:16])=[CH:13][C:8]6[O:7][C:6]([C:29]7[S:33][C:32]([CH3:34])=[N:31][CH:30]=7)=[C:5]([C:3]([NH:2][CH3:1])=[O:4])[C:9]=6[CH:10]=5)[CH:45]=[CH:44][C:43]=4[CH2:42][CH2:41][N:40]3[C:46]=2[CH:47]=[CH:48][CH:49]=1 |f:2.3.4,5.6.7,11.12.13.14.15|. Procedure details: To a degassed solution of N-methyl-6-(N-methylmethylsulfonamido)-2-(2-methylthiazol-5-yl)-5-(4,4,5,5-tetramethyl-1,3,2-dioxaborolan-2-yl)benzofuran-3-carboxamide (200 mg, 0.40 mmol), 2-chloro-11-fluoro-5,6-dihydroindolo[1,2-h][1,7]naphthyridine (113 mg, 0.41 mmol), Na2CO3 (84 mg, 0.79 mmol), K2CO3 (109 mg, 0.79 mmol) in 1,4-dioxane (5 mL) and H2O (0.1 mL) were added Pd2(dba)3 (10 mg) and X-Phos (10 mg) under N2. Then the mixture was stirred at 100° C. for 2 hours. The reaction mixture was cooled... Reactants: C(C1=CC=CC=C1)[C@@H]1[C@H]([C@@H](OC([C@H](COC1)NC(=O)OC(C)(C)C)=O)C)OCCC(=O)O (3-(((3S,6S,7R,8S)-8-benzyl-3-((tert-butoxycarbonyl)amino)-6-methyl-4-oxo-1,5-dioxonan-7-yl)oxy)propanoic acid), CCN(C(C)C)C(C)C (Hünig's base), OC1=CC=CC=2NN=NC21 (hydroxybenzotriazole), C(C)N=C=NCCCN(C)C (1-ethyl-3-(3-dimethylaminopropyl)carbodiimide), Cl.CNC (dimethylamine hydrochloride). Run in CCOC(=O)C (EtOAc), CN(C=O)C (N,N-dimethylformamide), CCOC(=O)C (EtOAc), CN(C=O)C (DMF). Run at time 3 day. Product: C(C1=CC=CC=C1)[C@H]1COC[C@@H](C(O[C@H]([C@@H]1OCCC(=O)N(C)C)C)=O)NC(OC(C)(C)C)=O (tert-butyl ((3S,7S,8R,9S)-7-benzyl-8-(3-(dimethylamino)-3-oxopropoxy)-9-methyl-2-oxo-1,5-dioxonan-3-yl)carbamate). Yield: 78.5%. RXN SMILES: [CH2:1]([C@H:8]1[CH2:16][O:15][CH2:14][C@H:13]([NH:17][C:18]([O:20][C:21]([CH3:24])([CH3:23])[CH3:22])=[O:19])[C:12](=[O:25])[O:11][C@@H:10]([CH3:26])[C@@H:9]1[O:27][CH2:28][CH2:29][C:30]([OH:32])=O)[C:2]1[CH:7]=[CH:6][CH:5]=[CH:4][CH:3]=1.C[CH2:34][N:35](C(C)C)[CH:36](C)C.OC1C2N=NNC=2C=CC=1.C(N=C=NCCCN(C)C)C.Cl.CNC>CN(C)C=O.CCOC(C)=O>[CH2:1]([C@@H:8]1[C@@H:9]([O:27][CH2:28][CH2:29][C:30]([N:35]([CH3:36])[CH3:34])=[O:32])[C@H:10]([CH3:26])[O:11][C:12](=[O:25])[C@@H:13]([NH:17][C:18](=[O:19])[O:20][C:21]([CH3:24])([CH3:23])[CH3:22])[CH2:14][O:15][CH2:16]1)[C:2]1[CH:7]=[CH:6][CH:5]=[CH:4][CH:3]=1 |f:4.5|. Procedure: A solution of 3-(((3S,6S,7R,8S)-8-benzyl-3-((tert-butoxycarbonyl)amino)-6-methyl-4-oxo-1,5-dioxonan-7-yl)oxy)propanoic acid (250 mg, 0.554 mmol, 1.00 equiv), Hünig's base (0.484 mL, 2.77 mmol, 5.00 equiv), hydroxybenzotriazole (HOBT; 85 mg, 0.55 mmol, 1.00 equiv), and 1-ethyl-3-(3-dimethylaminopropyl)carbodiimide (EDC; 159 mg, 0.831 mmol, 1.50 equiv) in N,N-dimethylformamide (DMF; 5.5 mL, 0.1 M) were stirred at room temperature for 10 min, and then dimethylamine hydrochloride (54 mg, 0.66 mmol, ... The reactants are N1=CC=CC=C1 (pyridine), C(C)(=O)N1[C@H](C[C@H](C2=CC=C3C(=C12)C=CC=C3)N)C (cis-1-acetyl-4-amino-2-methyl-1,2,3,4-tetrahydrobenzo[h]quinoline), ClC1=CC=C(C=C1)B(O)O (4-chlorophenylboronic acid). Reagents/catalysts: C(C)(=O)[O-].[Cu+2].C(C)(=O)[O-] (copper acetate). Run in CN(C)C=O (DMF). Run at time 30 minute. Yields the product C(C)(=O)N1[C@H](C[C@H](C2=CC=C3C(=C12)C=CC=C3)NC3=CC=C(C=C3)Cl)C (cis-1-acetyl-4-[(4-chlorophenyl)amino]-2-methyl-1,2,3,4-tetrahydro-benzo[h]quinoline). Yield: 19.1%. As a reaction SMILES: [C:1]([N:4]1[C:13]2[C:8](=[CH:9][CH:10]=[C:11]3[CH:17]=[CH:16][CH:15]=[CH:14][C:12]3=2)[C@H:7]([NH2:18])[CH2:6][C@@H:5]1[CH3:19])(=[O:3])[CH3:2].[Cl:20][C:21]1[CH:26]=[CH:25][C:24](B(O)O)=[CH:23][CH:22]=1.N1C=CC=CC=1>CN(C=O)C.C([O-])(=O)C.[Cu+2].C([O-])(=O)C>[C:1]([N:4]1[C:13]2[C:8](=[CH:9][CH:10]=[C:11]3[CH:17]=[CH:16][CH:15]=[CH:14][C:12]3=2)[C@H:7]([NH:18][C:24]2[CH:25]=[CH:26][C:21]([Cl:20])=[CH:22][CH:23]=2)[CH2:6][C@@H:5]1[CH3:19])(=[O:3])[CH3:2] |f:4.5.6|. Reported procedure: [Step 5] 91 mg of the cis-1-acetyl-4-amino-2-methyl-1,2,3,4-tetrahydrobenzo[h]quinoline and 84 mg of 4-chlorophenylboronic acid were dissolved in 2.5 mL of DMF followed by adding 130 mg of divalent copper acetate and 87 μL of pyridine and stirring for 30 minutes at room temperature in the presence of air. Following completion of the reaction, the solution was filtered with celite followed by the addition of water and extracting three times with ethyl acetate. After washing with saturated brine a... Starting materials: ClC1=CC=CC(=N1)N[C@@H](C)C1=CC=C(C=C1)F ((S)-6-chloro-N-[1-(4-fluorophenyl)ethyl]pyridine-2-amine), NC1=NC=CN=C1 (2-aminopyrazine), C1(CCCCC1)P(C1=C(C=CC=C1)C1=C(C=C(C=C1C(C)C)C(C)C)C(C)C)C1CCCCC1 (2-dicyclohexylphosphino-2′,4′,6′-triisopropylbiphenyl), CC(C)([O-])C.[Na+] (sodium t-butoxide), tris(dibenzylideneacetone)(chloroform)dipalladium. Run in C1(=CC=CC=C1)C (toluene). Reaction conditions: temperature 100 celsius, time 1 hour. The product is FC1=CC=C(C=C1)[C@H](C)NC1=NC(=CC=C1)NC1=NC=CN=C1 ((S)—N2-[1-(4-fluorophenyl)ethyl]-N6-(pyrazin-2-yl)pyridine-2,6-diamine). Yield: 79.1%. RXN SMILES: Cl[C:2]1[N:7]=[C:6]([NH:8][C@H:9]([C:11]2[CH:16]=[CH:15][C:14]([F:17])=[CH:13][CH:12]=2)[CH3:10])[CH:5]=[CH:4][CH:3]=1.[NH2:18][C:19]1[CH:24]=[N:23][CH:22]=[CH:21][N:20]=1.C1(P(C2CCCCC2)C2C=CC=CC=2C2C(C(C)C)=CC(C(C)C)=CC=2C(C)C)CCCCC1.CC(C)([O-])C.[Na+]>C1(C)C=CC=CC=1>[F:17][C:14]1[CH:15]=[CH:16][C:11]([C@@H:9]([NH:8][C:6]2[CH:5]=[CH:4][CH:3]=[C:2]([NH:18][C:19]3[CH:24]=[N:23][CH:22]=[CH:21][N:20]=3)[N:7]=2)[CH3:10])=[CH:12][CH:13]=1 |f:3.4|. Reported procedure: 207 mg of (S)-6-chloro-N-[1-(4-fluorophenyl)ethyl]pyridine-2-amine, 86 mg of 2-aminopyrazine, 79 mg of 2-dicyclohexylphosphino-2′,4′,6′-triisopropylbiphenyl, 111 mg of sodium t-butoxide and 43 mg of tris(dibenzylideneacetone)(chloroform)dipalladium were added in turn to 4 ml of degassed toluene, and the mixture was stirred at 100° C. for 1 hour under argon atmosphere. The reaction solution was purified by silica gel column chromatography to obtain 202 mg of (S)—N2-[1-(4-fluorophenyl)ethyl]-N6-(p... Reactants: ClC=1C=C(C#N)C=C(C1)OC1=NC(=C(C=C1F)Cl)F (3-chloro-5-[(5-chloro-3,6-difluoropyridin-2-yl)oxy]benzonitrile), NCC1=NNC2=NC=CC=C21 (3-(aminomethyl)-1H-pyrazolo[3,4-b]pyridine). The solvent is CN1CCCC1=O (NMP), O (water). Reaction conditions: temperature 90 celsius, time 7 hour. The product is ClC=1C=C(C#N)C=C(C1)OC1=NC(=C(C=C1F)Cl)NCC1=NNC2=NC=CC=C21 (3-chloro-5-({5-chloro-3-fluoro-6-[(1H-pyrazolo[3,4-b]pyridin-3-ylmethyl)amino]pyridin-2-yl}oxy)benzonitrile). Reaction SMILES: [Cl:1][C:2]1[CH:3]=[C:4]([CH:7]=[C:8]([O:10][C:11]2[C:16]([F:17])=[CH:15][C:14]([Cl:18])=[C:13](F)[N:12]=2)[CH:9]=1)[C:5]#[N:6].[NH2:20][CH2:21][C:22]1[C:30]2[C:25](=[N:26][CH:27]=[CH:28][CH:29]=2)[NH:24][N:23]=1>CN1C(=O)CCC1.O>[Cl:1][C:2]1[CH:3]=[C:4]([CH:7]=[C:8]([O:10][C:11]2[C:16]([F:17])=[CH:15][C:14]([Cl:18])=[C:13]([NH:20][CH2:21][C:22]3[C:30]4[C:25](=[N:26][CH:27]=[CH:28][CH:29]=4)[NH:24][N:23]=3)[N:12]=2)[CH:9]=1)[C:5]#[N:6]. Procedure details: A solution of 50 mg (0.166 mmol) of 1-6 and 25 mg (0.166 mmol) of 1-3 in 1.5 mL of dry NMP was heated with stirring at 90° C. under nitrogen. After 7 hours, the reaction was stopped and cooled. The reaction mixture was diluted with water, and extracted twice with EtOAc. The combined EtOAc extracts were washed with water and brine, dried, filtered, and concentrated in vacuo to give a crude oil. The crude product was purified by reversed phase preparative HPLC on a Gilson apparatus to give the tit...